This data is from the Open Reaction Database (ORD), a public repository of structured organic reaction records. The task is: describe an organic reaction: reactants, conditions, products, and yield The reactants are ClC(Cl)Cl, CCOC(=O)c1cn(C(C)CO)c2c(F)c(F)c(F)cc2c1=O, O=S(Cl)Cl. The product is CCOC(=O)c1cn(C(C)CCl)c2c(F)c(F)c(F)cc2c1=O. As a reaction SMILES: [CH:28]([Cl:29])([Cl:30])[Cl:31].[F:1][c:2]1[cH:3][c:4]2[c:5](=[O:23])[c:6]([C:18](=[O:19])[O:20][CH2:21][CH3:22])[cH:7][n:8]([CH:14]([CH2:15][OH:16])[CH3:17])[c:9]2[c:10]([F:13])[c:11]1[F:12].[S:24]([Cl:25])([Cl:26])=[O:27]>>[F:1][c:2]1[cH:3][c:4]2[c:5](=[O:23])[c:6]([C:18](=[O:19])[O:20][CH2:21][CH3:22])[cH:7][n:8]([CH:14]([CH2:15][Cl:26])[CH3:17])[c:9]2[c:10]([F:13])[c:11]1[F:12]. Starting materials: ClC=1C=CC(=C(C1)C1=CC(N(C=C1OC)C(C(=O)O)CCOC)=O)C#N (2-[4-(5-chloro-2-cyanophenyl)-5-methoxy-2-oxopyridin-1(2H)-yl]-4-methoxybutanoic acid), NC=1C=C2C=NNC2=CC1 (5-aminoindazole). Yields the product ClC=1C=CC(=C(C1)C1=CC(N(C=C1OC)C(C(=O)NC=1C=C2C=NNC2=CC1)CCOC)=O)C#N (2-[4-(5-Chloro-2-cyanophenyl)-5-methoxy-2-oxopyridin-1(2H)-yl]-N-(1H-indazol-5-yl)-4-methoxybutanamide). RXN SMILES: [Cl:1][C:2]1[CH:3]=[CH:4][C:5]([C:25]#[N:26])=[C:6]([C:8]2[C:13]([O:14][CH3:15])=[CH:12][N:11]([CH:16]([CH2:20][CH2:21][O:22][CH3:23])[C:17]([OH:19])=O)[C:10](=[O:24])[CH:9]=2)[CH:7]=1.[NH2:27][C:28]1[CH:29]=[C:30]2[C:34](=[CH:35][CH:36]=1)[NH:33][N:32]=[CH:31]2>>[Cl:1][C:2]1[CH:3]=[CH:4][C:5]([C:25]#[N:26])=[C:6]([C:8]2[C:13]([O:14][CH3:15])=[CH:12][N:11]([CH:16]([CH2:20][CH2:21][O:22][CH3:23])[C:17]([NH:27][C:28]3[CH:29]=[C:30]4[C:34](=[CH:35][CH:36]=3)[NH:33][N:32]=[CH:31]4)=[O:19])[C:10](=[O:24])[CH:9]=2)[CH:7]=1. Procedure details: 150 mg (398 μmol) of 2-[4-(5-chloro-2-cyanophenyl)-5-methoxy-2-oxopyridin-1(2H)-yl]-4-methoxybutanoic acid (racemate) and 58.3 mg (438 μmol, 1.1 eq.) of 5-aminoindazole were reacted according to General Method 1. The crude product was purified by preparative HPLC (column: Chromatorex 125 mm×30 mm, 10 μm, mobile phase: water and acetonitrile, gradient 10% acetonitrile to 90% acetonitrile). Yield: 88 mg (42% of theory) Reactants: C1(=CC=CC=C1)CCCC(CCCC1=CC=CC=C1)=O (1.7-Diphenylheptan-4-one), C(C)(=O)OCC (ethyl acetate). The solvent is CCCCCC (hexane). Product: C1(=CC=CC=C1)CCCC(CCCC1=CC=CC=C1)O (1,7-Diphenylheptan-4-ol). Isolated yield 30.0%. Reaction SMILES: [C:1]1([CH2:7][CH2:8][CH2:9][C:10](=[O:20])[CH2:11][CH2:12][CH2:13][C:14]2[CH:19]=[CH:18][CH:17]=[CH:16][CH:15]=2)[CH:6]=[CH:5][CH:4]=[CH:3][CH:2]=1.C(OCC)(=O)C>CCCCCC>[C:14]1([CH2:13][CH2:12][CH2:11][CH:10]([OH:20])[CH2:9][CH2:8][CH2:7][C:1]2[CH:2]=[CH:3][CH:4]=[CH:5][CH:6]=2)[CH:19]=[CH:18][CH:17]=[CH:16][CH:15]=1. Procedure: Using the procedure of Example 42 with the resultant compound of Example 52 gave, after silica gel chromatography using 15% ethyl acetate in hexane, the desired compound (Rf 0.23, 30% ethyl acetate in hexane) as an oil. 1H NMR (CDCl3) 1.4-1.8 (m, 8H), 2.62 (br t, 4H), 3.63 (m, 1H), 7.15-7.3 (m, 10H). Mass spectrum (M+NH4)+ =286. The reactants are resultant mixture, OC=1C=C(C=CC1)CC(=O)[O-] (3-Hydroxyphenylacetate), CCN=C=NCCCN(C)C.Cl (WSC•HCl), O(C1=CC=CC=C1)CCN (2-phenoxyethylamine), O (water). Solvent: ClCCl (dichloromethane). Product: O(C1=CC=CC=C1)CCNC(CC1=CC(=CC=C1)O)=O (N-2-Phenoxyethyl-3-hydroxyphenylacetamide). Reaction SMILES: [OH:1][C:2]1[CH:3]=[C:4]([CH2:8][C:9]([O-:11])=O)[CH:5]=[CH:6][CH:7]=1.CCN=C=NCCCN(C)C.Cl.[O:24]([CH2:31][CH2:32][NH2:33])[C:25]1[CH:30]=[CH:29][CH:28]=[CH:27][CH:26]=1.O>ClCCl>[O:24]([CH2:31][CH2:32][NH:33][C:9](=[O:11])[CH2:8][C:4]1[CH:5]=[CH:6][CH:7]=[C:2]([OH:1])[CH:3]=1)[C:25]1[CH:30]=[CH:29][CH:28]=[CH:27][CH:26]=1 |f:1.2|. Procedure: 3-Hydroxyphenylacetate (1.5 g, 9.88 mmol) was dissolved in dichloromethane. WSC•HCl (2.82 g, 14.76 mmol) and 2-phenoxyethylamine (1.5 g, 10.95 mmol) were added thereto, and then the resultant mixture was stirred for 4 hours at room temperature. After completion of reaction, water was added to the reaction mixture. The resultant mixture was extracted with chloroform, followed by washing with brine. The resultant mixture was subjected to drying over anhydrous sodium sulfate, concentration under re...